Task: describe an organic reaction: reactants, conditions, products, and yield. Dataset: the Open Reaction Database (ORD), a public repository of structured organic reaction records Starting materials: COC(=C)C (2-Methoxypropene), BrCC(=O)C1=CC(=C(C=C1)O)CO (2-bromo-1-[4-hydroxy-3-(hydroxymethyl)phenyl]ethanone), toluene-4-sulfphonic. Solvent: C(Cl)Cl (CH2Cl2). Reaction conditions: time 3 hour. The product is BrCC(=O)C1=CC2=C(OC(OC2)(C)C)C=C1 (2-Bromo-1-(2,2-dimethyl-1,3-benzodioxan-6-yl)ethanone). Yield: 82.5%. Reaction SMILES: CO[C:3]([CH3:5])=[CH2:4].[Br:6][CH2:7][C:8]([C:10]1[CH:15]=[CH:14][C:13]([OH:16])=[C:12]([CH2:17][OH:18])[CH:11]=1)=[O:9]>C(Cl)Cl>[Br:6][CH2:7][C:8]([C:10]1[CH:15]=[CH:14][C:13]2[O:16][C:3]([CH3:5])([CH3:4])[O:18][CH2:17][C:12]=2[CH:11]=1)=[O:9]. Reported procedure: 2-Methoxypropene (10 g) was added over 15 min to a stirred solution of 2-bromo-1-[4-hydroxy-3-(hydroxymethyl)phenyl]ethanone (5 g) and toluene-4-sulfphonic acid (0.5 g) in CH2Cl2 (100 ml) at 23° C. The mixture was stirred for 3 h, filtered through a wad of triemethylamine-deactivated silica and evaporated to give an oil. Purification by [FCTS] (300 g) [E] afforded the title compound as an oil (4.8 g) which solidified on cooling. A small sample was crystallized from light petroleum (b.p. 60°-80°)... Yield: 84.7%. Run in C1CCOC1 (THF). RXN SMILES: Br[C:2]1[CH:3]=[C:4]([CH2:8][N:9]2[CH2:14][CH2:13][N:12]([C:15]([O:17][C:18]([CH3:21])([CH3:20])[CH3:19])=[O:16])[CH2:11][CH2:10]2)[CH:5]=[CH:6][CH:7]=1.C([Li])CCC.C[O:28][B:29](OC)[O:30]C>C1COCC1>[CH3:19][C:18]([O:17][C:15]([N:12]1[CH2:13][CH2:14][N:9]([CH2:8][C:4]2[CH:3]=[C:2]([B:29]([OH:30])[OH:28])[CH:7]=[CH:6][CH:5]=2)[CH2:10][CH2:11]1)=[O:16])([CH3:21])[CH3:20]. Starting materials: BrC=1C=C(C=CC1)CN1CCN(CC1)C(=O)OC(C)(C)C (1,1-dimethylethyl 4-[(3-bromophenyl)methyl]-1-piperazinecarboxylate), C(CCC)[Li] (n-butyl lithium), COB(OC)OC (trimethylborate). Procedure details: To a solution of 1,1-dimethylethyl 4-[(3-bromophenyl)methyl]-1-piperazinecarboxylate (6.55 g) in THF (20 mL) at −70° C. was added dropwise n-butyl lithium (15.4 mL, 2.5M solution in hexanes) over 10 minutes. After stirring for 30 mins at that temperature, the resulting orange solution was treated with trimethylborate (8.02 g). The reaction mixture was then allowed to warm up to room temperature and quenched with saturated ammonium chloride (15 mL). The solvent was removed under vacuum and the re... Product: CC(C)(C)OC(=O)N1CCN(CC1)CC=1C=C(C=CC1)B(O)O ({3-[(4-{[(1,1-dimethylethyl)oxy]carbonyl}-1-piperazinyl)methyl]phenyl}boronic acid). Conditions: time 30 minute. The reactants are O (water), FC1=C(C#N)C=C(C=C1)CC=C (2-fluoro-5-(prop-2-en-1-yl)benzonitrile), I(=O)(=O)(=O)[O-].[Na+] (sodium periodate), O (water). Reagents/catalysts: O.[Ru]=O (ruthenium oxide hydrate). Solvent: C(Cl)Cl (DCM), C(Cl)(Cl)(Cl)Cl (CCl4), C(C)#N (acetonitrile). Reaction conditions: time 8 hour. Yields the product C(#N)C=1C=C(C=CC1F)CC(=O)O ((3-cyano-4-fluorophenyl)acetic acid). RXN SMILES: [F:1][C:2]1[CH:9]=[CH:8][C:7]([CH2:10][CH:11]=C)=[CH:6][C:3]=1[C:4]#[N:5].I([O-])(=O)(=O)=[O:14].[Na+].[OH2:19]>C(Cl)(Cl)(Cl)Cl.C(#N)C.C(Cl)Cl.O.[Ru]=O>[C:4]([C:3]1[CH:6]=[C:7]([CH2:10][C:11]([OH:14])=[O:19])[CH:8]=[CH:9][C:2]=1[F:1])#[N:5] |f:1.2,7.8|. Procedure: A stirred solution of 2-fluoro-5-(prop-2-en-1-yl)benzonitrile (1.9 g, 11.8 mmol) in CCl4 (25 mL), acetonitrile (25 mL) and water (38 mL) was added sodium periodate (8.83 g, 41.3 mmol) and ruthenium oxide hydrate (200 mg) and the resulting mixture was stirred at ambient temperature overnight. The mixture was diluted with 100 mL DCM and 100 mL of water. The organic layer was dried over anhydrous sodium sulfate and concentrated. The residue was purified with silica gel column chromatography afford ... Starting materials: FC1=CC=C(CN)C=C1 (4-fluorobenzylamine), ClC=1C2=C(N=C(N1)C1=NC=CC=C1)SC(=C2)C (4-chloro-2-(pyridin-2-yl)-6-methyl-thieno-[2,3-d]-pyrimidine). Yields the product N1=C(C=CC=C1)C=1N=C(C2=C(N1)SC(=C2)C)NCC2=CC=C(C=C2)F (2-(pyridin-2-yl)-4-(4-fluorobenzylamino)-6-methyl-thieno-[2,3-d]-pyrimidine). As a reaction SMILES: [F:1][C:2]1[CH:9]=[CH:8][C:5]([CH2:6][NH2:7])=[CH:4][CH:3]=1.Cl[C:11]1[C:12]2[CH:25]=[C:24]([CH3:26])[S:23][C:13]=2[N:14]=[C:15]([C:17]2[CH:22]=[CH:21][CH:20]=[CH:19][N:18]=2)[N:16]=1>>[N:18]1[CH:19]=[CH:20][CH:21]=[CH:22][C:17]=1[C:15]1[N:16]=[C:11]([NH:7][CH2:6][C:5]2[CH:8]=[CH:9][C:2]([F:1])=[CH:3][CH:4]=2)[C:12]2[CH:25]=[C:24]([CH3:26])[S:23][C:13]=2[N:14]=1. Procedure: With the procedure of Example 1, the reaction of 4-fluorobenzylamine with 4-chloro-2-(pyridin-2-yl)-6-methyl-thieno-[2,3-d]-pyrimidine yields 2-(pyridin-2-yl)-4-(4-fluorobenzylamino)-6-methyl-thieno-[2,3-d]-pyrimidine. Reactants: CC1(c2ccc3cc(Oc4cccc(C(F)(F)F)c4)ccc3c2)COC(=O)N1, CCO, [Li+], [OH-], O. Product: CC(N)(CO)c1ccc2cc(Oc3cccc(C(F)(F)F)c3)ccc2c1. Reaction SMILES: [CH3:1][C:2]1([c:8]2[cH:9][c:10]3[cH:11][cH:12][c:13]([O:18][c:19]4[cH:20][c:21]([C:25]([F:26])([F:27])[F:28])[cH:22][cH:23][cH:24]4)[cH:14][c:15]3[cH:16][cH:17]2)[NH:3][C:4](=[O:7])[O:5][CH2:6]1.[CH3:29][CH2:30][OH:31].[Li+:32].[OH-:33].[OH2:34]>>[CH3:1][C:2]([NH2:3])([CH2:6][OH:5])[c:8]1[cH:9][c:10]2[cH:11][cH:12][c:13]([O:18][c:19]3[cH:20][c:21]([C:25]([F:26])([F:27])[F:28])[cH:22][cH:23][cH:24]3)[cH:14][c:15]2[cH:16][cH:17]1. Starting materials: COC(=O)c1cc(S(=O)(=O)c2cnc(Cl)c(Br)c2)c(SC)s1, CO, NCc1ccccc1. Yields the product COC(=O)c1cc(S(=O)(=O)c2cnc(NCc3ccccc3)c(Br)c2)c(SC)s1. RXN SMILES: [CH3:1][O:2][C:3](=[O:4])[c:5]1[s:6][c:7]([S:21][CH3:22])[c:8]([S:10](=[O:11])(=[O:12])[c:13]2[cH:14][n:15][c:16]([Cl:20])[c:17]([Br:19])[cH:18]2)[cH:9]1.[CH3:31][OH:32].[NH2:23][CH2:24][c:25]1[cH:26][cH:27][cH:28][cH:29][cH:30]1>>[CH3:1][O:2][C:3](=[O:4])[c:5]1[s:6][c:7]([S:21][CH3:22])[c:8]([S:10](=[O:11])(=[O:12])[c:13]2[cH:14][n:15][c:16]([NH:23][CH2:24][c:25]3[cH:26][cH:27][cH:28][cH:29][cH:30]3)[c:17]([Br:19])[cH:18]2)[cH:9]1. The reactants are CC(=O)Cl, CC(C)(C)c1cccc(C(C)(C)C)c1O, ClCCl, [Cl-], Cl. The product is CC(=O)c1cc(C(C)(C)C)c(O)c(C(C)(C)C)c1. As a reaction SMILES: [C:1]([CH3:2])(=[O:3])[Cl:4].[C:6]([CH3:7])([CH3:8])([CH3:9])[c:10]1[c:11]([OH:20])[c:12]([C:16]([CH3:17])([CH3:18])[CH3:19])[cH:13][cH:14][cH:15]1.[CH2:22]([Cl:23])[Cl:24].[Cl-:5].[ClH:21]>>[C:1]([CH3:2])(=[O:3])[c:14]1[cH:13][c:12]([C:16]([CH3:17])([CH3:18])[CH3:19])[c:11]([OH:20])[c:10]([C:6]([CH3:7])([CH3:8])[CH3:9])[cH:15]1. Reactants: C(C1=CC=CC=C1)C(C(C)NC=1C(=NOC1C1=CC=C(C=C1)Br)C)OC(C)=O (acetic acid 1-benzyl-2-[5-(4-bromo-phenyl)-3-methyl-isoxazol-4-ylamino]-propyl ester), C(C)OC(=O)C1(CC1)C1=CC=C(C=C1)B1OC(C(O1)(C)C)(C)C (1-[4-(4,4,5,5-tetramethyl-[1,3,2]dioxaborolan-2-yl)-phenyl]-cyclopropanecarboxylic acid ethyl ester). Product: C(C)OC(=O)C1(CC1)C1=CC=C(C=C1)C1=CC=C(C=C1)C1=C(C(=NO1)C)NC(C(CC1=CC=CC=C1)OC(C)=O)C (1-{4′-[4-(2-Acetoxy-1-methyl-3-phenyl-propylamino)-3-methyl-isoxazol-5-yl]-biphenyl-4-yl}-cyclopropanecarboxylic acid ethyl ester). RXN SMILES: [CH2:1]([CH:8]([O:25][C:26](=[O:28])[CH3:27])[CH:9]([NH:11][C:12]1[C:13]([CH3:24])=[N:14][O:15][C:16]=1[C:17]1[CH:22]=[CH:21][C:20](Br)=[CH:19][CH:18]=1)[CH3:10])[C:2]1[CH:7]=[CH:6][CH:5]=[CH:4][CH:3]=1.[CH2:29]([O:31][C:32]([C:34]1([C:37]2[CH:42]=[CH:41][C:40](B3OC(C)(C)C(C)(C)O3)=[CH:39][CH:38]=2)[CH2:36][CH2:35]1)=[O:33])[CH3:30]>>[CH2:29]([O:31][C:32]([C:34]1([C:37]2[CH:42]=[CH:41][C:40]([C:20]3[CH:21]=[CH:22][C:17]([C:16]4[O:15][N:14]=[C:13]([CH3:24])[C:12]=4[NH:11][CH:9]([CH3:10])[CH:8]([O:25][C:26](=[O:28])[CH3:27])[CH2:1][C:2]4[CH:7]=[CH:6][CH:5]=[CH:4][CH:3]=4)=[CH:18][CH:19]=3)=[CH:39][CH:38]=2)[CH2:35][CH2:36]1)=[O:33])[CH3:30]. Reported procedure: Prepared according to the procedure described in Example 2, using acetic acid 1-benzyl-2-[5-(4-bromo-phenyl)-3-methyl-isoxazol-4-ylamino]-propyl ester and 1-[4-(4,4,5,5-tetramethyl-[1,3,2]dioxaborolan-2-yl)-phenyl]-cyclopropanecarboxylic acid ethyl ester. The reactants are [Br-], CCB(CC)c1ccncc1, CCOC(C)=O, CCCC[N+](CCCC)(CCCC)CCCC, O=C(O)c1ccc(Cl)nc1, Cl, Cl, [K], C1CCOC1, O, c1ccc(P(c2ccccc2)(c2ccccc2)[Pd](P(c2ccccc2)(c2ccccc2)c2ccccc2)(P(c2ccccc2)(c2ccccc2)c2ccccc2)P(c2ccccc2)(c2ccccc2)c2ccccc2)cc1. Product: Cl, O=C(O)c1ccc(-c2ccncc2)nc1. RXN SMILES: [Br-:30].[CH2:11]([B:12]([CH2:13][CH3:20])[c:14]1[cH:15][cH:16][n:17][cH:18][cH:19]1)[CH3:21].[CH3:125][CH2:126][O:127][C:128](=[O:129])[CH3:130].[CH3:31][CH2:32][CH2:33][CH2:34][N+:35]([CH2:36][CH2:37][CH2:38][CH3:39])([CH2:40][CH2:41][CH2:42][CH3:43])[CH2:44][CH2:45][CH2:46][CH3:47].[Cl:1][c:2]1[n:3][cH:4][c:5]([C:6](=[O:7])[OH:8])[cH:9][cH:10]1.[ClH:22].[ClH:24].[K:23].[O:25]1[CH2:26][CH2:27][CH2:28][CH2:29]1.[OH2:131].[cH:48]1[cH:49][cH:50][c:51]([P:52]([Pd:53]([P:54]([c:55]2[cH:56][cH:57][cH:58][cH:59][cH:60]2)([c:61]2[cH:62][cH:63][cH:64][cH:65][cH:66]2)[c:67]2[cH:68][cH:69][cH:70][cH:71][cH:72]2)([P:73]([c:74]2[cH:75][cH:76][cH:77][cH:78][cH:79]2)([c:80]2[cH:81][cH:82][cH:83][cH:84][cH:85]2)[c:86]2[cH:87][cH:88][cH:89][cH:90][cH:91]2)[P:92]([c:93]2[cH:94][cH:95][cH:96][cH:97][cH:98]2)([c:99]2[cH:100][cH:101][cH:102][cH:103][cH:104]2)[c:105]2[cH:106][cH:107][cH:108][cH:109][cH:110]2)([c:111]2[cH:112][cH:113][cH:114][cH:115][cH:116]2)[c:117]2[cH:118][cH:119][cH:120][cH:121][cH:122]2)[cH:123][cH:124]1>>[ClH:1].[c:2]1(-[c:14]2[cH:15][cH:16][n:17][cH:18][cH:19]2)[n:3][cH:4][c:5]([C:6](=[O:7])[OH:8])[cH:9][cH:10]1. The reactants are CN1CC=2N(C3=C(C1=O)C=CC=C3)C=NC2C(=O)OCC (ethyl 5,6-dihydro-5-methyl-6-oxo-4H-imidazo[1,5-a][1,4]benzodiazepine-3-carboxylate), [OH-].[Na+] (sodium hydroxide), Cl (hydrochloric acid). The solvent is C(C)O (ethanol), O (water), O (water). The product is CN1CC=2N(C3=C(C1=O)C=CC=C3)C=NC2C(=O)O (5,6-dihydro-5-methyl-6-oxo-4H-imidazo[1,5-a][1,4]benzodiazepine-3-carboxylic acid). RXN SMILES: [CH3:1][N:2]1[C:8](=[O:9])[C:7]2[CH:10]=[CH:11][CH:12]=[CH:13][C:6]=2[N:5]2[CH:14]=[N:15][C:16]([C:17]([O:19]CC)=[O:18])=[C:4]2[CH2:3]1.[OH-].[Na+].Cl>C(O)C.O>[CH3:1][N:2]1[C:8](=[O:9])[C:7]2[CH:10]=[CH:11][CH:12]=[CH:13][C:6]=2[N:5]2[CH:14]=[N:15][C:16]([C:17]([OH:19])=[O:18])=[C:4]2[CH2:3]1 |f:1.2|. Reported procedure: A solution of 14.26 g (0.05 mol) of ethyl 5,6-dihydro-5-methyl-6-oxo-4H-imidazo[1,5-a][1,4]benzodiazepine-3-carboxylate and 2.2 g (0.055 mol) of sodium hydroxide in 100 ml of ethanol and 20 ml of water is heated to boiling under reflux for 45 minutes and subsequently treated with 55 ml of 1 N hydrochloric acid and 50 ml of water. After distillation of the ethanol, the resulting crystal slurry is filtered off under suction, washed with water and dried. There is obtained 5,6-dihydro-5-methyl-6-oxo...